From a dataset of the Open Reaction Database (ORD), a public repository of structured organic reaction records. describe an organic reaction: reactants, conditions, products, and yield The reactants are C(C)O/C=C/C1=C2C(=CN=C1C(=O)NO)N(C=C2)CC2=CC=C(C=C2)F (4-[(E)-2-ethoxyvinyl]-1-(4-fluorobenzyl)-N-hydroxy-1H-pyrrolo[2,3-c]pyridine-5-carboxamide). Run in CO (methanol), Cl (hydrochloric acid). Yields the product FC1=CC=C(CN2C=CC3=C2C=NC=2C(N(C=CC32)O)=O)C=C1 (3-(4-Fluorobenzyl)-7-hydroxy-3,7-dihydro-6H-pyrrolo[2,3-c]-1,7-naphthyridin-6-one). Reaction SMILES: C(O/[CH:4]=[CH:5]/[C:6]1[C:11]([C:12]([NH:14][OH:15])=[O:13])=[N:10][CH:9]=[C:8]2[N:16]([CH2:19][C:20]3[CH:25]=[CH:24][C:23]([F:26])=[CH:22][CH:21]=3)[CH:17]=[CH:18][C:7]=12)C>CO.Cl>[F:26][C:23]1[CH:22]=[CH:21][C:20]([CH2:19][N:16]2[C:8]3[CH:9]=[N:10][C:11]4[C:12](=[O:13])[N:14]([OH:15])[CH:4]=[CH:5][C:6]=4[C:7]=3[CH:18]=[CH:17]2)=[CH:25][CH:24]=1. Reported procedure: A solution of 4-[(E)-2-ethoxyvinyl]-1-(4-fluorobenzyl)-N-hydroxy-1H-pyrrolo[2,3-c]pyridine-5-carboxamide (100 mg, 0.28 mmol) in methanol (10 mL) and hydrochloric acid (37 w %, 1 mL) was refluxed for 16 hours. It was quenched with saturated sodium bicarbonate solution and extracted with ethyl acetate. The organic layer was dried over sodium sulfate, concentrated and purified by pre-HPLC to provide the title compound as white powder. 1H NMR (DMSO-d6) δ; 11.50 (s, 1H), 9.04 (s, 1H), 7.88 (d, 1H, J=... Starting materials: NC1=C(C=CC=C1)O (o-aminophenol), N1=CC=CC=C1 (pyridine), C(C)C1=CC=C(C(=O)Cl)C=C1 (p-ethylbenzoyl chloride). Run in C1=CC=CC=C1 (benzene). Reaction conditions: time 8 hour. The product is C(C)C1=CC=C(C(=O)NC2=C(C=CC=C2)O)C=C1 (4- ethyl-2'-hydroxybenzanilide). Reaction SMILES: [NH2:1][C:2]1[CH:7]=[CH:6][CH:5]=[CH:4][C:3]=1[OH:8].N1C=CC=CC=1.[CH2:15]([C:17]1[CH:25]=[CH:24][C:20]([C:21](Cl)=[O:22])=[CH:19][CH:18]=1)[CH3:16]>C1C=CC=CC=1>[CH2:15]([C:17]1[CH:25]=[CH:24][C:20]([C:21]([NH:1][C:2]2[CH:7]=[CH:6][CH:5]=[CH:4][C:3]=2[OH:8])=[O:22])=[CH:19][CH:18]=1)[CH3:16]. Procedure: To a solution of 8.2 gm. of o-aminophenol in 70 cc. of dry pyridine is added a solution of p-ethylbenzoyl chloride (prepared from 10 gm. of p-ethylbenzoic acid and thionyl chloride) in 20 cc. of benzene. An exothermic reaction occurs and the reaction mixture is stirred overnight at ambient temperature. The mixture is concentrated in vacuo and taken up between a 1:1 mixture of benzene and ether and 2.5 N hydrochloric acid. The organic layer is washed with saturated sodium bicarboxate, water, then... The reactants are COC1=CC=C(CNC=2C(N(C(=C(N2)Cl)C)CC(=O)OCC2=CC=CC=C2)=O)C=C1 (3-(4-Methoxybenzylamino)-5-chloro-6-methyl-1-benzyloxycarbonylmethyl-pyrazinone). Reagents/catalysts: [Pd] (palladium on carbon). The solvent is C1(=CC=CC=C1)C (toluene). Reaction conditions: time 16 hour. Product: COC1=CC=C(CNC=2C(N(C(=C(N2)Cl)C)CC(=O)O)=O)C=C1 (3-(4-Methoxybenzylamino)-5-chloro-6-methyl-1-carboxymethyl pyrazinone). RXN SMILES: [CH3:1][O:2][C:3]1[CH:30]=[CH:29][C:6]([CH2:7][NH:8][C:9]2[C:10](=[O:28])[N:11]([CH2:17][C:18]([O:20]CC3C=CC=CC=3)=[O:19])[C:12]([CH3:16])=[C:13]([Cl:15])[N:14]=2)=[CH:5][CH:4]=1>C1(C)C=CC=CC=1.[Pd]>[CH3:1][O:2][C:3]1[CH:4]=[CH:5][C:6]([CH2:7][NH:8][C:9]2[C:10](=[O:28])[N:11]([CH2:17][C:18]([OH:20])=[O:19])[C:12]([CH3:16])=[C:13]([Cl:15])[N:14]=2)=[CH:29][CH:30]=1. Procedure details: A solution of the benzyl ester 18-4 (1.06 g, 2.48 mmol) in toluene (60 mL) was degassed with argon and then 150 mg 10% palladium on carbon was added. The mixture was stirred under an atmosphere of hydrogen gas for 16 h. The solution was filtered through celite and the solvent evaporated to give the title compound 18-5 as a white solid: The solvent is O1CCOCC1 (dioxane), O (water). Procedure details: A solution of 2-bromo-1-(2-furyl)ethanone (220 mg, 1.16 mmol) and 6-chloropyridazin-3-amine (150 mg, 1.16 mmol) in dioxane (4 ml) was stirred at room temperature for 1.5 hours, and at 65° C. for 16 hours. The reaction mixture was then cooled to ambient temperature, diluted with 3:1 (chloroform:isopropanol) and water. The layers were separated and the organic layer was concentrated under reduced pressure. Silica gel chromatography (0-15% methanol in dichloromethane) afforded the title compound. Reactants: BrCC(=O)C=1OC=CC1 (2-bromo-1-(2-furyl)ethanone), ClC1=CC=C(N=N1)N (6-chloropyridazin-3-amine), C(Cl)(Cl)Cl (chloroform), C(C)(C)O (isopropanol). Reaction conditions: time 16 hour. Reaction SMILES: Br[CH2:2][C:3]([C:5]1[O:6][CH:7]=[CH:8][CH:9]=1)=O.[Cl:10][C:11]1[N:16]=[N:15][C:14]([NH2:17])=[CH:13][CH:12]=1.C(Cl)(Cl)Cl.C(O)(C)C>O1CCOCC1.O>[Cl:10][C:11]1[CH:12]=[CH:13][C:14]2[N:15]([CH:2]=[C:3]([C:5]3[O:6][CH:7]=[CH:8][CH:9]=3)[N:17]=2)[N:16]=1. Yields the product ClC=1C=CC=2N(N1)C=C(N2)C=2OC=CC2 (6-Chloro-2-(2-furyl)imidazo[1,2-b]pyridazine). Starting materials: BrC1=CC(=C(C=C1)[N+](=O)[O-])C(F)(F)F (4-bromo-1-nitro-2-(trifluoromethyl)benzene), C(CCC)[Sn](C(=C)OCC)(CCCC)CCCC (tributyl(1-ethoxyvinyl)tin), [Li+].[Cl-] (LiCl). The reagents and catalysts are C=1C=CC(=CC1)[P](C=2C=CC=CC2)(C=3C=CC=CC3)[Pd]([P](C=4C=CC=CC4)(C=5C=CC=CC5)C=6C=CC=CC6)([P](C=7C=CC=CC7)(C=8C=CC=CC8)C=9C=CC=CC9)[P](C=1C=CC=CC1)(C=1C=CC=CC1)C=1C=CC=CC1 (Pd(PPh3)4). The solvent is O1CCOCC1 (1,4-dioxane). Run at time 1.5 hour. Yields the product [N+](=O)([O-])C1=C(C=C(C=C1)C(C)=O)C(F)(F)F (1-[4-Nitro-3-(trifluoromethyl)phenyl]-1-ethanone). The yield is 93.5%. As a reaction SMILES: Br[C:2]1[CH:7]=[CH:6][C:5]([N+:8]([O-:10])=[O:9])=[C:4]([C:11]([F:14])([F:13])[F:12])[CH:3]=1.C([Sn](CCCC)(CCCC)[C:20]([O:22]CC)=[CH2:21])CCC.[Li+].[Cl-]>O1CCOCC1.C1C=CC([P]([Pd]([P](C2C=CC=CC=2)(C2C=CC=CC=2)C2C=CC=CC=2)([P](C2C=CC=CC=2)(C2C=CC=CC=2)C2C=CC=CC=2)[P](C2C=CC=CC=2)(C2C=CC=CC=2)C2C=CC=CC=2)(C2C=CC=CC=2)C2C=CC=CC=2)=CC=1>[N+:8]([C:5]1[CH:6]=[CH:7][C:2]([C:20](=[O:22])[CH3:21])=[CH:3][C:4]=1[C:11]([F:14])([F:13])[F:12])([O-:10])=[O:9] |f:2.3,^1:44,46,65,84|. Procedure: A mixture of 4-bromo-1-nitro-2-(trifluoromethyl)benzene (1.87 g, 6.93 mmol), tributyl(1-ethoxyvinyl)tin (3.00 g, 8.31 mmol), Pd(PPh3)4 (801 mg, 0.693 mmol), and LiCl (734 mg, 17.3 mmol) in 1,4-dioxane (50 ml) was heated to reflux for 7 hours. The mixture was filtered through a pad of Celite with ethyl acetate. The filtrate was washed with water (100 ml) and brine (100 ml), dried over MgSO4, and evaporated in vacuo. To the obtained residue were added 2N HCl (20 ml) and THF (60 ml). The mixture wa... Reaction SMILES: [CH2:1]([NH:5][C:6]1[CH:7]=[C:8]([CH:11]=[C:12]([S:21](=[O:24])(=[O:23])[NH2:22])[C:13]=1[O:14][C:15]1[CH:20]=[CH:19][CH:18]=[CH:17][CH:16]=1)[CH2:9][NH2:10])[CH2:2][CH2:3][CH3:4].[CH:25]([OH:27])=[O:26]>>[OH2:14].[CH:25]([OH:27])=[O:26].[CH2:1]([NH:5][C:6]1[CH:7]=[C:8]([CH:11]=[C:12]([S:21](=[O:24])(=[O:23])[NH2:22])[C:13]=1[O:14][C:15]1[CH:16]=[CH:17][CH:18]=[CH:19][CH:20]=1)[CH2:9][NH2:10])[CH2:2][CH2:3][CH3:4].[CH2:1]([NH:5][C:6]1[CH:7]=[C:8]([CH:11]=[C:12]([S:21](=[O:24])(=[O:23])[NH2:22])[C:13]=1[O:14][C:15]1[CH:16]=[CH:17][CH:18]=[CH:19][CH:20]=1)[CH2:9][NH2:10])[CH2:2][CH2:3][CH3:4].[CH:15]([OH:14])=[O:26] |f:2.3.4.5.6|. The product is O.C(=O)O.C(CCC)NC=1C=C(CN)C=C(C1OC1=CC=CC=C1)S(N)(=O)=O.C(CCC)NC=1C=C(CN)C=C(C1OC1=CC=CC=C1)S(N)(=O)=O.C(=O)O (3-n-Butylamino-4-phenoxy-5-sulfamylbenzylamine formate hemihydrate). Procedure: To a solution of (3-n-butylamino-4-phenoxy-5-sulfamylbenzyl)benzylamine (8.8 g; prepared as described in Example 136) in 2-methoxyethanol (90 ml), palladium (10%) on carbon (4.0 g) is added and the mixture is hydrogenated. After about 5 hours the theoretical amount of hydrogen has been absorbed, and the mixture is heated on a steam-bath and filtered to remove the catalyst. The filtrate is evaporated in vacuo and the residue triturated with water to yield crude 3-n-butylamino-4-phenoxy-5-sulfamyl... Reactants: C(CCC)NC=1C=C(CN)C=C(C1OC1=CC=CC=C1)S(N)(=O)=O (3-n-butylamino-4-phenoxy-5-sulfamylbenzylamine), C(=O)O (formic acid).